describe an organic reaction: reactants, conditions, products, and yield From a dataset of the Open Reaction Database (ORD), a public repository of structured organic reaction records. Yield: 110.0%. The product is BrCC(=O)C=1C=NC(=CC1)Br (2-bromo-1-(6-bromopyridin-3-yl)ethanone). RXN SMILES: [Br:1][C:2]1[N:7]=[CH:6][C:5]([C:8](=[O:10])[CH3:9])=[CH:4][CH:3]=1.[Br:11]Br>C(Cl)(Cl)Cl.C([O-])(O)=O.[Na+].[Cl-].[Al+3].[Cl-].[Cl-]>[Br:11][CH2:9][C:8]([C:5]1[CH:6]=[N:7][C:2]([Br:1])=[CH:3][CH:4]=1)=[O:10] |f:3.4,5.6.7.8|. Procedure: To a solution of 1-(6-bromo-pyridin-3-yl)-ethanone (20.3 g, 101 mmol) and aluminum chloride (200 mg, 1.5 mmol) in chloroform (288 mL) was added bromine (5.23 mL, 101 mmol). The mixture was stirred at rt for 16 h. Upon completion of the reaction as judged by LC/MS analysis, the solution was diluted with sat aq NaHCO3 and extracted with DCM. The organic layer was removed, dried over MgSO4, filtered and concentrated giving rise to 31 g 2-bromo-1-(6-bromopyridin-3-yl)ethanone, which was taken on imm... The reagents and catalysts are [Cl-].[Al+3].[Cl-].[Cl-] (aluminum chloride). Run in C(Cl)(Cl)Cl (chloroform), C(=O)(O)[O-].[Na+] (NaHCO3). Conditions: time 16 hour. Starting materials: BrC1=CC=C(C=N1)C(C)=O (1-(6-bromo-pyridin-3-yl)-ethanone), BrBr (bromine).